This data is from the Open Reaction Database (ORD), a public repository of structured organic reaction records. The task is: describe an organic reaction: reactants, conditions, products, and yield Reactants: C(C)OCC (diethyl ether), BrC1=CC=C2CN(C(=NC2=C1)N)CC1=C(C=CC=C1OC)OC (7-bromo-3-(2,6-dimethoxybenzyl)-3,4-dihydroquinazolin-2-amine), sodium tert-butylate, (R/S)-1,1′-binaphthaline-2,2′-diylphosphate, NC1=CC=CC=C1 (Aniline). The reagents and catalysts are C=1C=CC(=CC1)/C=C/C(=O)/C=C/C2=CC=CC=C2.C=1C=CC(=CC1)/C=C/C(=O)/C=C/C2=CC=CC=C2.C=1C=CC(=CC1)/C=C/C(=O)/C=C/C2=CC=CC=C2.[Pd].[Pd] (tris(dibenzylidene acetone)dipalladium (0)). The solvent is C1(=CC=CC=C1)C (toluene), C1(=CC=CC=C1)C (toluene). The product is C(C)(=O)[O-].N(C1=CC=CC=C1)C1=CC=C2CN(C(=NC2=C1)[NH3+])CC1=C(C=CC=C1OC)OC (7-Anilino-3-(2,6-dimethoxybenzyl)-3,4-dihydroquinazolin-2-aminium acetate). Reaction SMILES: [NH2:1][C:2]1[CH:7]=[CH:6][CH:5]=[CH:4][CH:3]=1.Br[C:9]1[CH:18]=[C:17]2[C:12]([CH2:13][N:14]([CH2:20][C:21]3[C:26]([O:27][CH3:28])=[CH:25][CH:24]=[CH:23][C:22]=3[O:29][CH3:30])[C:15]([NH2:19])=[N:16]2)=[CH:11][CH:10]=1.C([O:33]CC)C>C1(C)C=CC=CC=1.C1C=CC(/C=C/C(/C=C/C2C=CC=CC=2)=O)=CC=1.C1C=CC(/C=C/C(/C=C/C2C=CC=CC=2)=O)=CC=1.C1C=CC(/C=C/C(/C=C/C2C=CC=CC=2)=O)=CC=1.[Pd].[Pd]>[C:26]([O-:27])(=[O:33])[CH3:21].[NH:1]([C:9]1[CH:18]=[C:17]2[C:12]([CH2:13][N:14]([CH2:20][C:21]3[C:22]([O:29][CH3:30])=[CH:23][CH:24]=[CH:25][C:26]=3[O:27][CH3:28])[C:15]([NH3+:19])=[N:16]2)=[CH:11][CH:10]=1)[C:2]1[CH:7]=[CH:6][CH:5]=[CH:4][CH:3]=1 |f:4.5.6.7.8,9.10|. Reported procedure: A three-necked flask was heated under argon and then charged with sodium tert-butylate (0.178 g, 1.99 mol), (R/S)-1,1′-binaphthaline-2,2′-diylphosphate (0.092 g, 0.15 mmol) and tris(dibenzylidene acetone)dipalladium (0) (0.121 g, 0.13 mmol) under a protective atmosphere and suspended in 10 mL toluene. Aniline (0.25 mL, 2.79 mmol) and 7-bromo-3-(2,6-dimethoxybenzyl)-3,4-dihydroquinazolin-2-amine (0.500 g, 1.33 mmol), suspended in 20 mL toluene, were then added one after the other to the starting ... The yield is 88.6%. Procedure details: The compound of 4-phenoxyphenol (81.03 g, 435.5 mmol) was dissolved in 810 ml MEK at ambient temperature under Nitrogen. Powdered potassium carbonate (577.16 g, 4,176.27 mmol) was added followed by 1,3-dichloropropane (300.00 g, 2,655.1 mmol), and the resulting solution was heated to reflux for 15.5 hours. The solution was cooled to room temperature, filtered and washed with 750 ml MEK. The filtrate was concentrated under vacuum to give a crude orange liquid. The crude liquid was dissolved in 26... RXN SMILES: [O:1]([C:8]1[CH:13]=[CH:12][C:11](O)=[CH:10][CH:9]=1)[C:2]1[CH:7]=[CH:6][CH:5]=[CH:4][CH:3]=1.C(=O)([O-])[O-].[K+].[K+].Cl[CH2:22][CH2:23][CH2:24]Cl>CCC(C)=O.CO>[O:1]([C:8]1[CH:13]=[CH:12][C:11]([CH2:22][CH2:23][CH3:24])=[CH:10][CH:9]=1)[C:2]1[CH:7]=[CH:6][CH:5]=[CH:4][CH:3]=1 |f:1.2.3|. Product: O(C1=CC=CC=C1)C1=CC=C(C=C1)CCC (4-phenoxyphenyl propane). The reactants are C([O-])([O-])=O.[K+].[K+] (potassium carbonate), O(C1=CC=CC=C1)C1=CC=C(C=C1)O (4-phenoxyphenol), ClCCCCl (1,3-dichloropropane). The solvent is CO (MeOH), CCC(=O)C (MEK). Run at time 5 minute. The reactants are ClCCl, COc1ccc2c(c1)C(C(=O)O)CC2, O=C(Cl)C(=O)Cl, CN(C)C=O. The product is COc1ccc2c(c1)C(C(=O)O)CC2, [Cl-]. RXN SMILES: [CH2:26]([Cl:27])[Cl:28].[CH3:1][O:2][c:3]1[cH:4][cH:5][c:6]2[c:10]([cH:11]1)[CH:9]([C:12](=[O:13])[OH:14])[CH2:8][CH2:7]2.[Cl:15][C:16]([C:17]([Cl:18])=[O:19])=[O:20].[O:21]=[CH:22][N:23]([CH3:24])[CH3:25]>>[CH3:1][O:2][c:3]1[cH:4][cH:5][c:6]2[c:10]([cH:11]1)[CH:9]([C:12](=[O:13])[OH:14])[CH2:8][CH2:7]2.[Cl-:15]. As a reaction SMILES: [NH2:1][C:2]1[CH:16]=[CH:15][C:5]2[N:6]([CH3:14])[C:7](=[O:13])[CH2:8][CH2:9][C:10]([CH3:12])([CH3:11])[C:4]=2[CH:3]=1.Cl[C:18]1[N:23]=[C:22]([NH:24][C@@H:25]2[C@@H:30]3[CH2:31][C@@H:27]([CH:28]=[CH:29]3)[C@@H:26]2[C:32]([NH2:34])=[O:33])[C:21]([Cl:35])=[CH:20][N:19]=1>>[Cl:35][C:21]1[C:22]([NH:24][C@@H:25]2[C@@H:30]3[CH2:31][C@@H:27]([CH:28]=[CH:29]3)[C@@H:26]2[C:32]([NH2:34])=[O:33])=[N:23][C:18]([NH:1][C:2]2[CH:16]=[CH:15][C:5]3[N:6]([CH3:14])[C:7](=[O:13])[CH2:8][CH2:9][C:10]([CH3:12])([CH3:11])[C:4]=3[CH:3]=2)=[N:19][CH:20]=1. Starting materials: NC1=CC2=C(N(C(CCC2(C)C)=O)C)C=C1 (7-Amino-1,5,5-trimethyl-1,3,4,5-tetrahydro-benzo[b]azepin-2-one), ClC1=NC=C(C(=N1)N[C@H]1[C@H]([C@@H]2C=C[C@H]1C2)C(=O)N)Cl ((1S,2S,3R,4R)-3-(2,5-Dichloro-pyrimidin-4-ylamino)-bicyclo[2.2.1]hept-5-ene-2-carboxylic acid amide). Reported procedure: The title compound was prepared in an analogous manner to the preparation of example 381 by combining 7-Amino-1,5,5-trimethyl-1,3,4,5-tetrahydro-benzo[b]azepin-2-one and (1S,2S,3R,4R)-3-(2,5-Dichloro-pyrimidin-4-ylamino)-bicyclo[2.2.1]hept-5-ene-2-carboxylic acid amide to yield an off-white solid, (64%). mp 233° C.; LCMS: m/z=481.06 (M+H+), 1H NMR (400 MHz, DMSO-d6) δ 9.33 (s, 1H), 7.97 (m, 2H), 7.79 (m, 2H), 7.51 (s, 1H), 7.24 (m, 2H), 6.33 (m, 2H), 4.15 (m, 1H), 3.16 (s, 3H), 2.89 (s, 1H), 2.7... Yields the product ClC=1C(=NC(=NC1)NC1=CC2=C(N(C(CCC2(C)C)=O)C)C=C1)N[C@H]1[C@H]([C@@H]2C=C[C@H]1C2)C(=O)N ((1S,2S,3R,4R)-3-[5-Chloro-2-(1,5,5-trimethyl-2-oxo-2,3,4,5-tetrahydro-1H-benzo[b]azepin-7-ylamino)-pyrimidin-4-ylamino]-bicyclo[2.2.1]hept-5-ene-2-carboxylic acid amide). Starting materials: BrC=1C(=CC(=C(C1)N[C@@H](C(=O)N)CC1=NC=CC=C1)F)C#N ((R)-2-(5-bromo-4-cyano-2-fluorophenylamino)-3-(pyridin-2-yl)propanamide), Cl.NC1=CC(=NS1)C (5-amino-3-methylisothiazole hydrochloride), C(=O)([O-])[O-].[K+].[K+] (K2CO3), C=1C=CC(=CC1)P(C=2C=CC=CC2)C3=CC=C4C=CC=CC4=C3C5=C6C=CC=CC6=CC=C5P(C=7C=CC=CC7)C=8C=CC=CC8 (BINAP). The reagents and catalysts are CC(=O)[O-].CC(=O)[O-].[Pd+2] (Pd(OAc)2). The solvent is O1CCOCC1 (dioxane). Run at time 18 hour. The product is C(#N)C1=CC(=C(C=C1NC1=CC(=NS1)C)N[C@@H](C(=O)N)CC1=NC=CC=C1)F ((R)-2-(4-cyano-2-fluoro-5-(3-methylisothiazol-5-ylamino)phenylamino)-3-(pyridin-2-yl)propanamide). Yield: 38.9%. Reaction SMILES: Br[C:2]1[C:3]([C:21]#[N:22])=[CH:4][C:5]([F:20])=[C:6]([NH:8][C@H:9]([CH2:13][C:14]2[CH:19]=[CH:18][CH:17]=[CH:16][N:15]=2)[C:10]([NH2:12])=[O:11])[CH:7]=1.Cl.[NH2:24][C:25]1[S:29][N:28]=[C:27]([CH3:30])[CH:26]=1.C([O-])([O-])=O.[K+].[K+].C1C=CC(P(C2C(C3C(P(C4C=CC=CC=4)C4C=CC=CC=4)=CC=C4C=3C=CC=C4)=C3C(C=CC=C3)=CC=2)C2C=CC=CC=2)=CC=1>O1CCOCC1.CC([O-])=O.CC([O-])=O.[Pd+2]>[C:21]([C:3]1[C:2]([NH:24][C:25]2[S:29][N:28]=[C:27]([CH3:30])[CH:26]=2)=[CH:7][C:6]([NH:8][C@H:9]([CH2:13][C:14]2[CH:19]=[CH:18][CH:17]=[CH:16][N:15]=2)[C:10]([NH2:12])=[O:11])=[C:5]([F:20])[CH:4]=1)#[N:22] |f:1.2,3.4.5,8.9.10|. Reported procedure: A mixture of (R)-2-(5-bromo-4-cyano-2-fluorophenylamino)-3-(pyridin-2-yl)propanamide (125 mg, 0.344 mmol), 5-amino-3-methylisothiazole hydrochloride (80 mg, 0.531 mmol), K2CO3 (220 mg, 1.59 mmol), BINAP (40 mg, 0.064 mmol) and Pd(OAc)2 (30 mg, 0.133 mmol) in dioxane (3 mL) was degassed with argon, then was stirred at 120 C for 18 h. The mixture was concentrated in vacuo. The residue was purified by HPLC to give (R)-2-(4-cyano-2-fluoro-5-(3-methylisothiazol-5-ylamino)phenylamino)-3-(pyridin-2-yl)...